From a dataset of the Open Reaction Database (ORD), a public repository of structured organic reaction records. describe an organic reaction: reactants, conditions, products, and yield The reactants are C, [Pd], O=Cc1cccc(C=Cc2ccc3ccccc3n2)c1. Product: O=Cc1cccc(CCc2ccc3ccccc3n2)c1. As a reaction SMILES: [C:21].[Pd:22].[n:1]1[c:2]([CH:11]=[CH:12][c:13]2[cH:14][c:15]([CH:16]=[O:17])[cH:18][cH:19][cH:20]2)[cH:3][cH:4][c:5]2[cH:6][cH:7][cH:8][cH:9][c:10]12>>[n:1]1[c:2]([CH2:11][CH2:12][c:13]2[cH:14][c:15]([CH:16]=[O:17])[cH:18][cH:19][cH:20]2)[cH:3][cH:4][c:5]2[cH:6][cH:7][cH:8][cH:9][c:10]12. The reactants are C(#N)C1=C(OCC2CO2)C=CC(=C1)NC(CCCCC)=O (1-(2-cyano-4-hexanoylamino-phenoxy)-2,3-epoxypropane), C(C)(C)N (isopropylamine). As a reaction SMILES: [C:1]([C:3]1[CH:13]=[C:12]([NH:14][C:15](=[O:21])[CH2:16][CH2:17][CH2:18][CH2:19][CH3:20])[CH:11]=[CH:10][C:4]=1[O:5][CH2:6][CH:7]1[O:9][CH2:8]1)#[N:2].[CH:22]([NH2:25])([CH3:24])[CH3:23]>C(O)C>[C:1]([C:3]1[CH:13]=[C:12]([NH:14][C:15](=[O:21])[CH2:16][CH2:17][CH2:18][CH2:19][CH3:20])[CH:11]=[CH:10][C:4]=1[O:5][CH2:6][CH:7]([OH:9])[CH2:8][NH:25][CH:22]([CH3:24])[CH3:23])#[N:2]. Yields the product C(#N)C1=C(OCC(CNC(C)C)O)C=CC(=C1)NC(CCCCC)=O (1-(2-Cyano-4-n-hexanoylamino-phenoxy)-3-isopropylamino-2-propanol). Reported procedure: Ten grams (0.035 mol) of 1-(2-cyano-4-hexanoylamino-phenoxy)-2,3-epoxypropane were dissolved in 100 ml of ethanol and, after the addition of 8.3 gm (0.14 mol) of isopropylamine, the mixture was refluxed for one hour. The solvent was evaporated in vacuo, and the remaining residue solidified. It was recrystallized twice from acetonitrile. The white crystalline base was recovered by suction filtration and dried. Run in C(C)O (ethanol). Starting materials: C(C1=CC=CC=C1)CN (N-benzylmethylamine), Cl (hydrochloric acid), C([O-])([O-])=O.[K+].[K+] (potassium carbonate), ClCC=1C=C(C(=CC1CCl)OC)OC (4,5-bis(chloromethyl)veratrol). Run in CC(=O)C (acetone), O (water). Reaction conditions: time 18 hour. The product is [Cl-].C(C1=CC=CC=C1)C1[NH+](CC2=CC(=C(C=C12)OC)OC)C (benzyl-5,6-dimethoxy-N-methylisoindolinium chloride). As a reaction SMILES: [CH2:1]([CH2:8][NH2:9])[C:2]1[CH:7]=[CH:6][CH:5]=[CH:4][CH:3]=1.[C:10](=O)([O-])[O-].[K+].[K+].[Cl:16]C[C:18]1[CH:19]=[C:20]([O:28][CH3:29])[C:21]([O:26][CH3:27])=[CH:22][C:23]=1[CH2:24]Cl.Cl>CC(C)=O.O>[Cl-:16].[CH2:1]([CH:8]1[C:18]2[C:23](=[CH:22][C:21]([O:26][CH3:27])=[C:20]([O:28][CH3:29])[CH:19]=2)[CH2:24][NH+:9]1[CH3:10])[C:2]1[CH:7]=[CH:6][CH:5]=[CH:4][CH:3]=1 |f:1.2.3,8.9|. Procedure: 1.33 g (11 mmol) of N-benzylmethylamine and 2.07 g (15 mmol) of potassium carbonate were suspended in 24 ml of acetone, and 2.35 g (10 mmol) of 4,5-bis(chloromethyl)veratrol was added thereto at room temperature. The mixture was stirred for 18 hours. After cooling, the precipitate was collected by filtration, washed with 10 ml of acetone and dried in air to obtain 5.03 g (purity: 53%) of a white powder of the above identified compound containing inorganic substance. This powder was dissolved in ... Starting materials: O=C1NC(=O)c2ccccc21, CN(C)C=O, O=Cc1cccc(OCC(O)CCl)c1, [K]. The product is O=Cc1cccc(OCC(O)CN2C(=O)c3ccccc3C2=O)c1. Reaction SMILES: [C:15]1(=[O:25])[c:16]2[c:17]([cH:21][cH:22][cH:23][cH:24]2)[C:18](=[O:20])[NH:19]1.[CH3:27][N:28]([CH3:29])[CH:30]=[O:31].[Cl:1][CH2:2][CH:3]([CH2:4][O:5][c:6]1[cH:7][c:8]([CH:9]=[O:10])[cH:11][cH:12][cH:13]1)[OH:14].[K:26]>>[CH2:2]([CH:3]([CH2:4][O:5][c:6]1[cH:7][c:8]([CH:9]=[O:10])[cH:11][cH:12][cH:13]1)[OH:14])[N:19]1[C:15](=[O:25])[c:16]2[c:17]([cH:21][cH:22][cH:23][cH:24]2)[C:18]1=[O:20]. Starting materials: C(C)(C)(C)OC(=O)NCCN(CCNC(OC(C)(C)C)=O)N=O (tert-butyl N-{2-[(2-{[(tert-butoxy)carbonyl]amino}ethyl)(nitroso)amino]ethyl}carbamate), [OH-].[K+] (KOH). The reagents and catalysts are [Cl-].[Ti+3].[Cl-].[Cl-] (titanium (III) chloride). The solvent is CO (methanol), O (water). Reaction conditions: time 1.5 hour. Yields the product C(C)(C)(C)OC(=O)NCCN(N)CCNC(OC(C)(C)C)=O (tert-butyl N-{2-[1-(2-{[(tert-butoxy)carbonyl]amino}ethyl)hydrazin-1-yl]ethyl}carbamate). RXN SMILES: [C:1]([O:5][C:6]([NH:8][CH2:9][CH2:10][N:11]([N:22]=O)[CH2:12][CH2:13][NH:14][C:15](=[O:21])[O:16][C:17]([CH3:20])([CH3:19])[CH3:18])=[O:7])([CH3:4])([CH3:3])[CH3:2].[OH-].[K+]>CO.O.[Cl-].[Ti+3].[Cl-].[Cl-]>[C:17]([O:16][C:15]([NH:14][CH2:13][CH2:12][N:11]([CH2:10][CH2:9][NH:8][C:6](=[O:7])[O:5][C:1]([CH3:4])([CH3:3])[CH3:2])[NH2:22])=[O:21])([CH3:20])([CH3:19])[CH3:18] |f:1.2,5.6.7.8|. Procedure: To a solution of tert-butyl N-{2-[(2-{[(tert-butoxy)carbonyl]amino}ethyl)(nitroso)amino]ethyl}carbamate LIV (2 g; 6.02 mmol) in methanol (15 mL) was added a solution of titanium (III) chloride (3.7 g; 24.07 mmol) in water (20 mL). The mixture was stirred for 1.5 h and then cooled in a ice/water bath before adding KOH (12 g) in portions for 40 min. Stirring was continued for an additional 1 h at r.t. The reaction was filtered, solvent evaporated and purified on a silica gel column (1:1 chloroform... Starting materials: [BH3-]C#N.[Na+] (NaBH3CN), C(C)(C)(C)OC(=O)NC1=C(C(=O)NCC(=O)N[C@H]2CNCC2)C=C(C=C1)C(F)(F)F ((R)-3-[{N-(2-(tert-butoxycarbonylamino)-5-trifluoromethylbenzoyl)glycyl}amino]pyrrolidine), ClC1=C(C=C(C=O)C=C1)[N+](=O)[O-] (4-chloro-3-nitrobenzaldehyde), C(C)(=O)O (acetic acid). Run in CO (methanol), CO (methanol). Conditions: temperature 50 celsius, time 8 hour. The product is C(C)(C)(C)OC(=O)NC1=C(C(=O)NCC(=O)N[C@H]2CN(CC2)CC2=CC(=C(C=C2)Cl)[N+](=O)[O-])C=C(C=C1)C(F)(F)F ((R)-3-[{N-(2-(tert-butoxycarbonylamino)-5-trifluoromethylbenzoyl)glycyl}amino]-1-(4-chloro-3-nitrobenzyl)pyrrolidine). Reaction SMILES: [C:1]([O:5][C:6]([NH:8][C:9]1[CH:26]=[CH:25][C:24]([C:27]([F:30])([F:29])[F:28])=[CH:23][C:10]=1[C:11]([NH:13][CH2:14][C:15]([NH:17][C@@H:18]1[CH2:22][CH2:21][NH:20][CH2:19]1)=[O:16])=[O:12])=[O:7])([CH3:4])([CH3:3])[CH3:2].[Cl:31][C:32]1[CH:39]=[CH:38][C:35]([CH:36]=O)=[CH:34][C:33]=1[N+:40]([O-:42])=[O:41].C(O)(=O)C.[BH3-]C#N.[Na+]>CO>[C:1]([O:5][C:6]([NH:8][C:9]1[CH:26]=[CH:25][C:24]([C:27]([F:30])([F:28])[F:29])=[CH:23][C:10]=1[C:11]([NH:13][CH2:14][C:15]([NH:17][C@@H:18]1[CH2:22][CH2:21][N:20]([CH2:36][C:35]2[CH:38]=[CH:39][C:32]([Cl:31])=[C:33]([N+:40]([O-:42])=[O:41])[CH:34]=2)[CH2:19]1)=[O:16])=[O:12])=[O:7])([CH3:4])([CH3:2])[CH3:3] |f:3.4|. Reported procedure: To a mixture of (R)-3-[{N-(2-(tert-butoxycarbonylamino)-5-trifluoromethylbenzoyl)glycyl}amino]pyrrolidine (0.150 mmol), 4-chloro-3-nitrobenzaldehyde (0.45 mmol), methanol (4.5 mL), and acetic acid (0.048 mL) was added NaBH3CN (0.75 mmol) in methanol (1.50 mL). The reaction mixture was stirred at 50° C. overnight. The mixture was cooled to room temperature, loaded onto Varian™ SCX column, and washed with CH3OH. Product was eluted off using 2 N NH3 in CH3OH and concentrated to afford (R)-3-[{N-(2-... Reactants: O=C=NS(=O)(=O)Cl, Oc1ccccc1OCCCl, Cc1ccccc1C. The product is O=C=NS(=O)(=O)Oc1ccccc1OCCCl. As a reaction SMILES: [Cl:1][S:2](=[O:3])(=[O:4])[N:5]=[C:6]=[O:7].[Cl:8][CH2:9][CH2:10][O:11][c:12]1[c:13]([OH:18])[cH:14][cH:15][cH:16][cH:17]1.[c:19]1([CH3:20])[c:21]([CH3:22])[cH:23][cH:24][cH:25][cH:26]1>>[S:2](=[O:3])(=[O:4])([N:5]=[C:6]=[O:7])[O:18][c:13]1[c:12]([O:11][CH2:10][CH2:9][Cl:8])[cH:17][cH:16][cH:15][cH:14]1. Reactants: CC1=CC(OC(=C1)C1CCCCC1)=O (4-methyl-6-cyclohexyl-2-pyrone), NO (hydroxylamine). Solvent: NC1=NC=CC=C1 (2-aminopyridine), NC1=NC(=CC=C1)C (2-amino-6-methylpyridine). Conditions: time 9 day. Product: ON1C(C=C(C=C1C1CCCCC1)C)=O (1-hydroxy-4-methyl-6-cyclohexyl-2-pyridone). Isolated yield 36.6%. RXN SMILES: [CH3:1][C:2]1[CH:7]=[C:6]([CH:8]2[CH2:13][CH2:12][CH2:11][CH2:10][CH2:9]2)[O:5][C:4](=O)[CH:3]=1.[NH2:15][OH:16]>NC1C=CC=CN=1.NC1C=CC=C(C)N=1>[OH:16][N:15]1[C:6]([CH:8]2[CH2:13][CH2:12][CH2:11][CH2:10][CH2:9]2)=[CH:7][C:2]([CH3:1])=[CH:3][C:4]1=[O:5]. Reported procedure: 2 g of 4-methyl-6-cyclohexyl-2-pyrone and 1 g of hydroxylamine were dissolved in a mixture of 1.5 g of 2-aminopyridine and 4.5 g of 2-amino-6-methylpyridine and stored for 9 days at room temperature. After the usual working up, there were obtained 0.79 g (37 %) of 1-hydroxy-4-methyl-6-cyclohexyl-2-pyridone melting at 143° C. The reactants are N12CCCN=CC2CCCC1 (1,5-diazabicyclo[5.4.0]undec-5-ene), BrCC1C(N2N(CCCC2C(=O)OC(C)(C)C)C1)=O (tert.butyl 2-bromomethyl-hexahydro-3-oxo-1H-pyrazolo[1,2-a]-pyridazine-5-carboxylate), C(C)(=S)[O-].[K+] (potassium thioacetate), C(C)(=S)O (thioacetic acid). The solvent is ClCCl (dichloromethane), O1CCOCC1 (dioxan), O1CCOCC1 (dioxan), CC(=O)C (acetone). Conditions: time 2 hour. The product is C(C)(=O)SCC1C(N2N(CCCC2C(=O)OC(C)(C)C)C1)=O (tert.butyl 2-acetylthiomethyl-hexahydro-3-oxo-1H-pyrazolo[1,2-a]pyridazine-5-carboxylate). Isolated yield 39.0%. RXN SMILES: N12CCCCC1C=NCCC2.Br[CH2:13][CH:14]1[CH2:29][N:17]2[CH2:18][CH2:19][CH2:20][CH:21]([C:22]([O:24][C:25]([CH3:28])([CH3:27])[CH3:26])=[O:23])[N:16]2[C:15]1=[O:30].[C:31]([O-:34])(=[S:33])[CH3:32].[K+].C(O)(=S)C>O1CCOCC1.CC(C)=O.ClCCl>[C:31]([S:33][CH2:13][CH:14]1[CH2:29][N:17]2[CH2:18][CH2:19][CH2:20][CH:21]([C:22]([O:24][C:25]([CH3:28])([CH3:27])[CH3:26])=[O:23])[N:16]2[C:15]1=[O:30])(=[O:34])[CH3:32] |f:2.3|. Procedure: 2.3 ml of 1,5-diazabicyclo[5.4.0]undec-5-ene in 10 ml of dioxan were added at 5° C. to a solution of 4.4 g of tert.butyl 2-bromomethyl-hexahydro-3-oxo-1H-pyrazolo[1,2-a]-pyridazine-5-carboxylate (diastereomer B) in 25 ml of dioxan. The mixture was left to stand at room temperature for 2 hours and then filtered. The filtrate was evaporated and the residue was dissolved in ethyl acetate. The solution was filtered through 6 g of silica gel and evaporated. The residue obtained was dissolved in 10 ml... The reactants are OCc1cnc(-c2ccc(-c3nc4ccc(C(F)(F)F)cc4[nH]3)cc2)c(Cl)c1, ClCCl. Product: O=Cc1cnc(-c2ccc(-c3nc4ccc(C(F)(F)F)cc4[nH]3)cc2)c(Cl)c1. As a reaction SMILES: [Cl:1][c:2]1[cH:3][c:4]([CH2:27][OH:28])[cH:5][n:6][c:7]1-[c:8]1[cH:9][cH:10][c:11](-[c:14]2[n:15][c:16]3[c:17]([nH:18]2)[cH:19][c:20]([C:23]([F:24])([F:25])[F:26])[cH:21][cH:22]3)[cH:12][cH:13]1.[Cl:29][CH2:30][Cl:31]>>[Cl:1][c:2]1[cH:3][c:4]([CH:27]=[O:28])[cH:5][n:6][c:7]1-[c:8]1[cH:9][cH:10][c:11](-[c:14]2[n:15][c:16]3[c:17]([nH:18]2)[cH:19][c:20]([C:23]([F:24])([F:25])[F:26])[cH:21][cH:22]3)[cH:12][cH:13]1.